The task is: describe an organic reaction: reactants, conditions, products, and yield. This data is from the Open Reaction Database (ORD), a public repository of structured organic reaction records. The reactants are CN1C(=CC=C1)C(=O)OC (methyl 1-methyl-1H-pyrrole-2-carboxylate), BrN1C(CCC1=O)=O (N-Bromosuccinimide). Run in C(Cl)Cl (CH2Cl2). Run at time 0.5 hour. The product is BrC1=CC=C(N1C)C(=O)OC (methyl 5-bromo-1-methyl-1H-pyrrole-2-carboxylate). Isolated yield 63.7%. As a reaction SMILES: [CH3:1][N:2]1[CH:6]=[CH:5][CH:4]=[C:3]1[C:7]([O:9][CH3:10])=[O:8].[Br:11]N1C(=O)CCC1=O>C(Cl)Cl>[Br:11][C:6]1[N:2]([CH3:1])[C:3]([C:7]([O:9][CH3:10])=[O:8])=[CH:4][CH:5]=1. Reported procedure: To a dry flask is added methyl 1-methyl-1H-pyrrole-2-carboxylate (12.0 g, 86.4 mmol) and 150 mL of dry CH2Cl2, and the flask is wrapped in foil and purged with nitrogen. N-Bromosuccinimide (16.2 g, 90.7 mmol) is added in one portion and the mixture is stirred at rt for 0.5 h. The reaction mixture is washed with water (50 mL) and brine (50 mL), dried over MgSO4, filtered, and concentrated under reduced pressure. Fractional distillation gives 12.0 g of methyl 5-bromo-1-methyl-1H-pyrrole-2-carboxyl... Starting materials: C(C)(C)(C)OC(N[C@@H](C)C1=C(C=C(C=C1)C(=C)C)F)=O ((S)-tert-butyl(1-(2-fluoro-4-(prop-1-en-2-yl)phenyl)ethyl)carbamate), C(Cl)Cl (DCM), CSC (Dimethyl sulfide), CCOC(=O)C.CCCCCCC (EtOAc Heptane). Run in O (water). Reaction conditions: temperature -70 celsius, time 30 minute. Yields the product C(C)(C)(C)OC(N[C@@H](C)C1=C(C=C(C=C1)C(C)=O)F)=O ((S)-tert-butyl(1-(4-acetyl-2-fluorophenyl)ethyl)carbamate). The yield is 23.0%. RXN SMILES: [C:1]([O:5][C:6](=[O:20])[NH:7][C@H:8]([C:10]1[CH:15]=[CH:14][C:13]([C:16](C)=[CH2:17])=[CH:12][C:11]=1[F:19])[CH3:9])([CH3:4])([CH3:3])[CH3:2].C(Cl)Cl.CSC.CC[O:29]C(C)=O.CCCCCCC>O>[C:1]([O:5][C:6](=[O:20])[NH:7][C@H:8]([C:10]1[CH:15]=[CH:14][C:13]([C:16](=[O:29])[CH3:17])=[CH:12][C:11]=1[F:19])[CH3:9])([CH3:4])([CH3:3])[CH3:2] |f:3.4|. Procedure: To a round bottom flask containing (S)-tert-butyl(1-(2-fluoro-4-(prop-1-en-2-yl)phenyl)ethyl)carbamate (1.28 g, 4.58 mmol) was added DCM (23 mL). The homogenous solution was cooled to −70° C. in a acetone/dry ice bath. Ozone (g) was then gently bubbled through the solution for 25 min at which time the solution becomes pale blue in color. Dimethyl sulfide (1.02 mL, 13.8 mmol) was then added to the cold solution and mixture gradually allowed to warm to room temperature and stirred for 30 min. Reac... Starting materials: FC(C=1C=C(C=C(C1)C(F)(F)F)[C@@H](C)O[C@@H]1[C@H]([C@@H]2CN(C[C@H]2CC1)C=1C(CC(C1)=O)=O)C1=CC=C(C=C1)F)(F)F (4-[(3aR,4R,5S,7aS)-5-{(1R)-1-[3,5-bis(trifluoromethyl)phenyl]ethoxy}-4-(4-fluorophenyl)octahydro-2H-isoindol-2-yl]cyclopent-4-ene-1,3-dione), [BH4-].[Na+] (NaBH4), 2d. Solvent: CO (methanol). Yields the product FC(C=1C=C(C=C(C1)C(F)(F)F)[C@@H](C)O[C@@H]1[C@H]([C@@H]2CN(C[C@H]2CC1)C1=CC(CC1O)=O)C1=CC=C(C=C1)F)(F)F (3-[(3aR,4R,5S,7aS)-5-{(1R)-1-[3,5-bis(Trifluoromethyl)phenyl]ethoxy}-4-(4-fluorophenyl)-octahydro-2H-isoindol-2-yl]-4-hydroxycyclopent-2-en-1-one). As a reaction SMILES: [F:1][C:2]([F:40])([F:39])[C:3]1[CH:4]=[C:5]([C@H:13]([O:15][C@H:16]2[CH2:24][CH2:23][C@H:22]3[C@@H:18]([CH2:19][N:20]([C:25]4[C:26](=[O:31])[CH2:27][C:28](=[O:30])[CH:29]=4)[CH2:21]3)[C@@H:17]2[C:32]2[CH:37]=[CH:36][C:35]([F:38])=[CH:34][CH:33]=2)[CH3:14])[CH:6]=[C:7]([C:9]([F:12])([F:11])[F:10])[CH:8]=1.[BH4-].[Na+]>CO>[F:40][C:2]([F:1])([F:39])[C:3]1[CH:4]=[C:5]([C@H:13]([O:15][C@H:16]2[CH2:24][CH2:23][C@H:22]3[C@@H:18]([CH2:19][N:20]([C:25]4[CH:26]([OH:31])[CH2:27][C:28](=[O:30])[CH:29]=4)[CH2:21]3)[C@@H:17]2[C:32]2[CH:37]=[CH:36][C:35]([F:38])=[CH:34][CH:33]=2)[CH3:14])[CH:6]=[C:7]([C:9]([F:12])([F:10])[F:11])[CH:8]=1 |f:1.2|. Reported procedure: The title compound was prepared as a mixture of diastereomers from the intermediate of step A according to the procedure of Example 6, step C (NaBH4 in methanol). 1H-NMR (CDCl3): rotamers; δ: 7.71 (1 H, s), 7.23 (2 H, s), 7.00 (2 H, m), 6.93 (2 H, t, J=8.2 Hz), 4.88-4.65 (2 H, m), 4.46 (1 H, m), 4.07 (0.5 H, m), 3.83 (0.5 H, m), 3.55 (1 H, m), 3.35 (1 H, m), 3.28 (1 H, m), 2.97 (2 H, m), 2.92 (1 H, m), 2.58 (1 H, m), 2.43 (1 H, m), 2.25 (1 H, m), 2.13 (1 H, m), 2.05-1.85 (2 H, m), 1.70-1.55 (2 H...